Dataset: the Open Reaction Database (ORD), a public repository of structured organic reaction records. Task: describe an organic reaction: reactants, conditions, products, and yield Reactants: CC(=O)CC(=O)OCCOCc1ccccc1, C1CCNCC1, CC(=O)O, O=Cc1cccc([N+](=O)[O-])c1, c1ccccc1. Yields the product CC(=O)C(=Cc1cccc([N+](=O)[O-])c1)C(=O)OCCOCc1ccccc1. As a reaction SMILES: [C:12]([CH2:13][C:14](=[O:15])[CH3:16])(=[O:17])[O:18][CH2:19][CH2:20][O:21][CH2:22][c:23]1[cH:24][cH:25][cH:26][cH:27][cH:28]1.[CH2:33]1[CH2:34][CH2:35][NH:36][CH2:37][CH2:38]1.[CH3:29][C:30](=[O:31])[OH:32].[N+:1](=[O:2])([O-:3])[c:4]1[cH:5][c:6]([CH:7]=[O:8])[cH:9][cH:10][cH:11]1.[cH:39]1[cH:40][cH:41][cH:42][cH:43][cH:44]1>>[N+:1](=[O:2])([O-:3])[c:4]1[cH:5][c:6]([CH:7]=[C:13]([C:12](=[O:17])[O:18][CH2:19][CH2:20][O:21][CH2:22][c:23]2[cH:24][cH:25][cH:26][cH:27][cH:28]2)[C:14](=[O:15])[CH3:16])[cH:9][cH:10][cH:11]1. Reactants: Clc1ccc(Br)nc1, O=C([O-])[O-], C1COCCO1, [Cs+], [Cs+], CC1(C)OB(c2cnc(F)c(F)c2)OC1(C)C, O. Product: Fc1cc(-c2ccc(Cl)cn2)cnc1F. RXN SMILES: [Br:1][c:2]1[n:3][cH:4][c:5]([Cl:8])[cH:6][cH:7]1.[C:9](=[O:10])([O-:11])[O-:12].[CH2:32]1[O:33][CH2:34][CH2:35][O:36][CH2:37]1.[Cs+:13].[Cs+:14].[F:15][c:16]1[n:17][cH:18][c:19]([B:23]2[O:24][C:25]([CH3:26])([CH3:27])[C:28]([CH3:29])([CH3:30])[O:31]2)[cH:20][c:21]1[F:22].[OH2:38]>>[c:2]1(-[c:19]2[cH:18][n:17][c:16]([F:15])[c:21]([F:22])[cH:20]2)[n:3][cH:4][c:5]([Cl:8])[cH:6][cH:7]1. Reactants: C(C)(=O)OCC (ethyl acetate), CI (methyl iodide), [H-].[Na+] (sodium hydride), COC(C(C(CCCCOC1=CC(=CC=C1)C1=CSC=C1)=O)C\C=C\C#CC(C)(C)C)=O ((E)-2-(6,6-dimethyl-2-hepten-4-ynyl)-7-[3-(3-thienyl)phenoxy]-3-oxoheptanoic acid methyl ester). Run in O1CCCC1 (tetrahydrofuran), O (water), C(C)(=O)O (acetic acid). Yields the product COC(C(C(CCCCOC1=CC(=CC=C1)C1=CSC=C1)=O)(C\C=C\C#CC(C)(C)C)C)=O ((E)-2-methyl-2-(6,6-dimethyl-2-hepten-4-ynyl)-7-[3-(3-thienyl)phenoxy]-3-oxoheptanoic acid methyl ester). The yield is 92.0%. As a reaction SMILES: [CH3:1][O:2][C:3](=[O:32])[CH:4]([CH2:23]/[CH:24]=[CH:25]/[C:26]#[C:27][C:28]([CH3:31])([CH3:30])[CH3:29])[C:5](=[O:22])[CH2:6][CH2:7][CH2:8][CH2:9][O:10][C:11]1[CH:16]=[CH:15][CH:14]=[C:13]([C:17]2[CH:21]=[CH:20][S:19][CH:18]=2)[CH:12]=1.CI.[H-].[Na+].[C:37](OCC)(=O)C>O1CCCC1.O.C(O)(=O)C>[CH3:1][O:2][C:3](=[O:32])[C:4]([CH3:37])([CH2:23]/[CH:24]=[CH:25]/[C:26]#[C:27][C:28]([CH3:29])([CH3:31])[CH3:30])[C:5](=[O:22])[CH2:6][CH2:7][CH2:8][CH2:9][O:10][C:11]1[CH:16]=[CH:15][CH:14]=[C:13]([C:17]2[CH:21]=[CH:20][S:19][CH:18]=2)[CH:12]=1 |f:2.3|. Procedure: 750 mg of (E)-2-(6,6-dimethyl-2-hepten-4-ynyl)-7-[3-(3-thienyl)phenoxy]-3-oxoheptanoic acid methyl ester is dissolved in 10 ml of tetrahydrofuran, 0.16 ml of methyl iodide and 85 mg of 60% oily sodium hydride are added under ice cooling and stirring, and the mixture is stirred for 3 hours under ice cooling. The reaction solution is diluted with water, acetic acid is added for neutralization to pH 7, extraction is made with ethyl acetate, the extract is washed with saturated saline and dried over... Starting materials: C(=O)(O)[O-].[Na+] (NaHCO3), IC1=CC=C(C=C1)CC(C)NC(C)=O (N-[2-(4-iodo-phenyl)-1-methyl-ethyl]-acetamide), COC=1C=C(C=CC1OC)C#C (3,4-dimethoxyphenyl acetylene), C(=O)([O-])[O-].[Cs+].[Cs+] (Cs2CO3). The reagents and catalysts are C1=CC=C(C=C1)P(C2=CC=CC=C2)C3=CC=CC=C3.C1=CC=C(C=C1)P(C2=CC=CC=C2)C3=CC=CC=C3.Cl[Pd]Cl (bis-(triphenylphosphin)-palladium(II)-chlorid), [Cu]I (CuI). Run in C1CCOC1 (THF). Yields the product COC=1C=C(C=CC1OC)C#CC1=CC=C(C=C1)CC(C)NC(C)=O (N-{2-[4-(3,4-Dimethoxy-phenylethynyl)-phenyl]-1-methyl-ethyl}-acetamide). Reaction SMILES: I[C:2]1[CH:7]=[CH:6][C:5]([CH2:8][CH:9]([NH:11][C:12](=[O:14])[CH3:13])[CH3:10])=[CH:4][CH:3]=1.[CH3:15][O:16][C:17]1[CH:18]=[C:19]([C:25]#[CH:26])[CH:20]=[CH:21][C:22]=1[O:23][CH3:24].C([O-])([O-])=O.[Cs+].[Cs+].C([O-])(O)=O.[Na+]>C1COCC1.C1C=CC(P(C2C=CC=CC=2)C2C=CC=CC=2)=CC=1.C1C=CC(P(C2C=CC=CC=2)C2C=CC=CC=2)=CC=1.Cl[Pd]Cl.[Cu]I>[CH3:15][O:16][C:17]1[CH:18]=[C:19]([C:25]#[C:26][C:2]2[CH:7]=[CH:6][C:5]([CH2:8][CH:9]([NH:11][C:12](=[O:14])[CH3:13])[CH3:10])=[CH:4][CH:3]=2)[CH:20]=[CH:21][C:22]=1[O:23][CH3:24] |f:2.3.4,5.6,8.9.10|. Reported procedure: To 0.40 g (1.32 mmol) N-[2-(4-iodo-phenyl)-1-methyl-ethyl]-acetamide (I52.1) and 0.21 g (1.32 mmol) 3,4-dimethoxyphenyl acetylene in 5 mL THF are added 0.10 g (0.13 mmol) bis-(triphenylphosphin)-palladium(II)-chlorid, 26.0 mg (0.14 mmol) CuI and 0.56 g (1.72 mmol) Cs2CO3. The mixture is stirred in a sealed tube at r.t. over night. The reaction mixture is poured onto sat. aq. NaHCO3 solution and extracted with EtOAc (2×). The organic layer is dried with Na2SO4 and the solvent is removed in vacuo.... Reactants: C(C)(C)(C)OC(COC1=CC=CC=2C(CCCC12)NS(=O)(=O)C1=CC=C(C=C1)Br)=O ([5-(4-bromo-benzenesulfonylamino)-5,6,7,8-tetrahydro-naphthalen-1-yloxy]-acetic acid tert-butyl ester), aqueous solution, C([O-])([O-])=O.[K+].[K+] (potassium carbonate), FC1=CC(=NC=C1)B(O)O (4-fluoro-pyridine-2-boronic acid). Reagents/catalysts: C=1C=CC(=CC1)[P](C=2C=CC=CC2)(C=3C=CC=CC3)[Pd]([P](C=4C=CC=CC4)(C=5C=CC=CC5)C=6C=CC=CC6)([P](C=7C=CC=CC7)(C=8C=CC=CC8)C=9C=CC=CC9)[P](C=1C=CC=CC1)(C=1C=CC=CC1)C=1C=CC=CC1 (tetrakis(triphenylphosphine)palladium(0)). Solvent: O1CCOCC1 (1,4-dioxane). Yields the product C(C)(C)(C)OC(COC1=CC=CC=2C(CCCC12)NS(=O)(=O)C1=CC=C(C=C1)C1=NC=CC(=C1)F)=O ({5-[4-(4-fluoro-pyridin-2-yl)-benzenesulfonylamino]-5,6,7,8-tetrahydro-naphthalen-1-yloxy}-acetic acid tert-butyl ester). RXN SMILES: [C:1]([O:5][C:6](=[O:30])[CH2:7][O:8][C:9]1[C:18]2[CH2:17][CH2:16][CH2:15][CH:14]([NH:19][S:20]([C:23]3[CH:28]=[CH:27][C:26](Br)=[CH:25][CH:24]=3)(=[O:22])=[O:21])[C:13]=2[CH:12]=[CH:11][CH:10]=1)([CH3:4])([CH3:3])[CH3:2].C(=O)([O-])[O-].[K+].[K+].[F:37][C:38]1[CH:43]=[CH:42][N:41]=[C:40](B(O)O)[CH:39]=1>O1CCOCC1.C1C=CC([P]([Pd]([P](C2C=CC=CC=2)(C2C=CC=CC=2)C2C=CC=CC=2)([P](C2C=CC=CC=2)(C2C=CC=CC=2)C2C=CC=CC=2)[P](C2C=CC=CC=2)(C2C=CC=CC=2)C2C=CC=CC=2)(C2C=CC=CC=2)C2C=CC=CC=2)=CC=1>[C:1]([O:5][C:6](=[O:30])[CH2:7][O:8][C:9]1[C:18]2[CH2:17][CH2:16][CH2:15][CH:14]([NH:19][S:20]([C:23]3[CH:28]=[CH:27][C:26]([C:40]4[CH:39]=[C:38]([F:37])[CH:43]=[CH:42][N:41]=4)=[CH:25][CH:24]=3)(=[O:22])=[O:21])[C:13]=2[CH:12]=[CH:11][CH:10]=1)([CH3:4])([CH3:3])[CH3:2] |f:1.2.3,^1:56,58,77,96|. Reported procedure: To a degassed, stirred mixture of [5-(4-bromo-benzenesulfonylamino)-5,6,7,8-tetrahydro-naphthalen-1-yloxy]-acetic acid tert-butyl ester (150 mg, 0.30 mmol) in 1,4-dioxane (10 mL) and a 1 M aqueous solution of potassium carbonate (0.89 mL, 0.89 mmol) was added 4-fluoro-pyridine-2-boronic acid (51 mg, 0.36 mmol) and tetrakis(triphenylphosphine)palladium(0) (16 mg, 0.014 mmol) under argon at room temperature. The mixture was heated at reflux for 4 hours. After being cooled to room temperature, the ... Reactants: OC1=C(C=C(C=C1C(C)(C)C)CC(=O)NC1=C(C=CC=C1)O)C(C)(C)C (N-[4-hydroxy-3,5-di-t-butyl-phenyl-acetyl]-2-hydroxyaniline). Solvent: CCCCCC (hexane). The product is OC1=C(C=C(CC=2OC3=C(N2)C=CC=C3)C=C1C(C)(C)C)C(C)(C)C (2-[4-Hydroxy-3,5-di-t-butyl-benzyl]-benzoxazole). As a reaction SMILES: [OH:1][C:2]1[C:7]([C:8]([CH3:11])([CH3:10])[CH3:9])=[CH:6][C:5]([CH2:12][C:13]([NH:15][C:16]2[CH:21]=[CH:20][CH:19]=[CH:18][C:17]=2O)=[O:14])=[CH:4][C:3]=1[C:23]([CH3:26])([CH3:25])[CH3:24]>CCCCCC>[OH:1][C:2]1[C:7]([C:8]([CH3:11])([CH3:9])[CH3:10])=[CH:6][C:5]([CH2:12][C:13]2[O:14][C:17]3[CH:18]=[CH:19][CH:20]=[CH:21][C:16]=3[N:15]=2)=[CH:4][C:3]=1[C:23]([CH3:25])([CH3:24])[CH3:26]. Reported procedure: A sample of N-[4-hydroxy-3,5-di-t-butyl-phenyl-acetyl]-2-hydroxyaniline (12.0 g, 0.033 mol) was heated at 260° under nitrogen for 50 minutes. After cooling, the material was heated at reflux with hexane (50 ml) until most of the sample was dissolved. The mixture was filtered while hot and allowed to cool. Filtration afforded 5.4 g (49%) of nearly pure title compound. Pure title compound was obtained after two further crystallizations (with charcoal) from hexane, mp 94-96° C. Reactants: Cl.COC([C@@H](N)CO)=O (L-Serine methyl ester hydrochloride), C1(CCCCC1)N=C=NC1CCCCC1 (dicyclohexylcarbodiimide), C(C1=CC=CC=C1)OC(=O)N[C@@H](CC1=CNC2=CC=CC=C12)C(=O)O (Nα -benzyloxycarbonyl-L-tryptophan), ON1N=NC2=C1C=CC=C2 (1-hydroxybenztriazole). Solvent: C(C)N(CC)CC (Triethylamine), CN(C=O)C (dimethylformamide). The product is COC([C@@H](NC([C@@H](NC(=O)OCC1=CC=CC=C1)CC1=CNC2=CC=CC=C12)=O)CO)=O (Nα -Benzyloxycarbonyl-L-tryptophyl-L-serine methyl ester). As a reaction SMILES: Cl.[CH3:2][O:3][C:4](=[O:9])[C@H:5]([CH2:7][OH:8])[NH2:6].[CH2:10]([O:17][C:18]([NH:20][C@H:21]([C:32](O)=[O:33])[CH2:22][C:23]1[C:31]2[C:26](=[CH:27][CH:28]=[CH:29][CH:30]=2)[NH:25][CH:24]=1)=[O:19])[C:11]1[CH:16]=[CH:15][CH:14]=[CH:13][CH:12]=1.ON1C2C=CC=CC=2N=N1.C1(N=C=NC2CCCCC2)CCCCC1>C(N(CC)CC)C.CN(C)C=O>[CH3:2][O:3][C:4](=[O:9])[C@H:5]([CH2:7][OH:8])[NH:6][C:32](=[O:33])[C@H:21]([CH2:22][C:23]1[C:31]2[C:26](=[CH:27][CH:28]=[CH:29][CH:30]=2)[NH:25][CH:24]=1)[NH:20][C:18]([O:17][CH2:10][C:11]1[CH:12]=[CH:13][CH:14]=[CH:15][CH:16]=1)=[O:19] |f:0.1|. Procedure: L-Serine methyl ester hydrochloride, 5 g., is dissolved in 75 ml. of dimethylformamide and the solution cooled in an ice bath. Triethylamine, 4.9 ml., is added then 11.9 g. of Nα -benzyloxycarbonyl-L-tryptophan, 5.25 g. of 1-hydroxybenztriazole and finally 8.0 g. of dicyclohexylcarbodiimide. The reaction is stirred with ice bath cooling overnight, allowing the temperature to rise to room temperature, then an additional twenty-four hours at room temperature. The mixture is filtered and the solid ...